From a dataset of the Open Reaction Database (ORD), a public repository of structured organic reaction records. describe an organic reaction: reactants, conditions, products, and yield Product: NS(=O)(=O)c1cccc(-c2cccc(-c3nc(-c4ccc(C(F)(F)F)cc4)cc(C(F)(F)F)n3)n2)c1. The reactants are CC(C)(C)NS(=O)(=O)c1cccc(-c2cccc(-c3nc(-c4ccc(C(F)(F)F)cc4)cc(C(F)(F)F)n3)n2)c1, O=C(O)C(F)(F)F. RXN SMILES: [C:1]([CH3:2])([CH3:3])([CH3:4])[NH:5][S:6](=[O:7])(=[O:8])[c:9]1[cH:10][c:11](-[c:15]2[n:16][c:17](-[c:21]3[n:22][c:23](-[c:31]4[cH:32][cH:33][c:34]([C:37]([F:38])([F:39])[F:40])[cH:35][cH:36]4)[cH:24][c:25]([C:27]([F:28])([F:29])[F:30])[n:26]3)[cH:18][cH:19][cH:20]2)[cH:12][cH:13][cH:14]1.[F:41][C:42]([F:43])([F:44])[C:45]([OH:46])=[O:47]>>[NH2:5][S:6](=[O:7])(=[O:8])[c:9]1[cH:10][c:11](-[c:15]2[n:16][c:17](-[c:21]3[n:22][c:23](-[c:31]4[cH:32][cH:33][c:34]([C:37]([F:38])([F:39])[F:40])[cH:35][cH:36]4)[cH:24][c:25]([C:27]([F:28])([F:29])[F:30])[n:26]3)[cH:18][cH:19][cH:20]2)[cH:12][cH:13][cH:14]1.